This data is from the Open Reaction Database (ORD), a public repository of structured organic reaction records. The task is: describe an organic reaction: reactants, conditions, products, and yield Starting materials: [N+](=O)([O-])C1=C(C=C(C=C1)C=1C=CC(NN1)=O)C(F)(F)F (6-[4-nitro-3-(trifluoromethyl)phenyl]-3(2H)-pyridazinone), C(=O)NN (formylhydrazine), P(=O)(Cl)(Cl)Cl (phosphorus oxychloride), ClC=1N=NC(=CC1)C1=CC(=C(C=C1)[N+](=O)[O-])C(F)(F)F (3-chloro-6-[4-nitro-3-(trifluoromethyl)phenyl]pyridazine). Run in C(CCC)O (n-butanol). Yields the product [N+](=O)([O-])C1=C(C=C(C=C1)C=1C=CC=2N(N1)C=NN2)C(F)(F)F (6-[4-nitro-3-(trifluoromethyl)phenyl]-1,2,4-triazolo[4,3-b]pyridazine). As a reaction SMILES: [N+:1]([C:4]1[CH:9]=[CH:8][C:7]([C:10]2[CH:11]=[CH:12][C:13](=O)[NH:14][N:15]=2)=[CH:6][C:5]=1[C:17]([F:20])([F:19])[F:18])([O-:3])=[O:2].P(Cl)(Cl)(Cl)=O.Cl[C:27]1[N:28]=[N:29]C(C2C=CC([N+]([O-])=O)=C(C(F)(F)F)C=2)=CC=1.C(NN)=O>C(O)CCC>[N+:1]([C:4]1[CH:9]=[CH:8][C:7]([C:10]2[CH:11]=[CH:12][C:13]3[N:14]([CH:27]=[N:28][N:29]=3)[N:15]=2)=[CH:6][C:5]=1[C:17]([F:20])([F:19])[F:18])([O-:3])=[O:2]. Procedure: A mixture of 7.0 g. of 6-[4-nitro-3-(trifluoromethyl)phenyl]-3(2H)-pyridazinone and 80 ml. of phosphorus oxychloride is heated on a steam bath for 18 hours. The solvent is removed and ice water added to the residue. Filtration gives 7.2 g. of 3-chloro-6-[4-nitro-3-(trifluoromethyl)phenyl]pyridazine as tan crystals, m.p. 129°-135° C. Recrystallization from dichloromethane-hexane gives cream colored crystals, m.p. 151°-155° C. The preceding compound is reacted with formylhydrazine in refluxing n-b... Starting materials: ClC1=C(C(=O)O)C=C(C=C1)[N+](=O)[O-] (2-chloro-5-nitrobenzoic acid), S(=O)(Cl)Cl (thionyl chloride), CC(C)([O-])C.[K+] (potassium t-butoxide). Reagents/catalysts: CN(C)C=O (DMF). Run in ClCCCl (1,2-dichloroethane), C1CCOC1 (THF), C(=O)(O)[O-].[Na+] (NaHCO3). Conditions: temperature 0 celsius, time 15 minute. The product is ClC1=C(C(=O)OC(C)(C)C)C=C(C=C1)[N+](=O)[O-] (t-butyl 2-chloro-5-nitrobenzoate). Isolated yield 78.4%. As a reaction SMILES: [Cl:1][C:2]1[CH:10]=[CH:9][C:8]([N+:11]([O-:13])=[O:12])=[CH:7][C:3]=1[C:4]([OH:6])=[O:5].S(Cl)(Cl)=O.[CH3:18][C:19]([CH3:22])([O-])[CH3:20].[K+]>CN(C=O)C.ClCCCl.C1COCC1.C([O-])(O)=O.[Na+]>[Cl:1][C:2]1[CH:10]=[CH:9][C:8]([N+:11]([O-:13])=[O:12])=[CH:7][C:3]=1[C:4]([O:6][C:19]([CH3:22])([CH3:20])[CH3:18])=[O:5] |f:2.3,7.8|. Reported procedure: A solution of 2-chloro-5-nitrobenzoic acid (10.14 g, 50.3 mmol), thionyl chloride (4.4 mL, 60 mmol) and DMF (4 drops) in 1,2-dichloroethane (150 mL) was stirred at reflux for 14 h, cooled and evaporated. The acid chloride was dissolved in THF (100 mL), cooled to 0° C., and a solution of potassium t-butoxide (5.57 g, 50 mmol) in THF (150 mL) added dropwise over 30 min under nitrogen. The mixture was stirred a further 15 min at 0° C., diluted with aq. NaHCO3, extracted with EtOAc (×2), and the ext... The reactants are CC1=CC(=CO1)C1=CC=CC=2CN(CCOC21)C(=O)OC(C)(C)C (tert-Butyl 9-(5-methyl-3-furyl)-2,3-dihydro-1,4-benzoxazepine-4(5H)-carboxylate), C(C)(=O)OCC.Cl (hydrogen chloride-ethyl acetate). Solvent: C(C)(=O)OCC (ethyl acetate). Run at time 1 hour. Yields the product Cl.CC1=CC(=CO1)C1=CC=CC=2CNCCOC21 (9-(5-methyl-3-furyl)-2,3,4,5-tetrahydro-1,4-benzoxazepine hydrochloride). Isolated yield 81.0%. RXN SMILES: [CH3:1][C:2]1[O:6][CH:5]=[C:4]([C:7]2[C:17]3[O:16][CH2:15][CH2:14][N:13](C(OC(C)(C)C)=O)[CH2:12][C:11]=3[CH:10]=[CH:9][CH:8]=2)[CH:3]=1.C(OCC)(=O)C.[ClH:31]>C(OCC)(=O)C>[ClH:31].[CH3:1][C:2]1[O:6][CH:5]=[C:4]([C:7]2[C:17]3[O:16][CH2:15][CH2:14][NH:13][CH2:12][C:11]=3[CH:10]=[CH:9][CH:8]=2)[CH:3]=1 |f:1.2,4.5|. Reported procedure: A mixture of tert-Butyl 9-(5-methyl-3-furyl)-2,3-dihydro-1,4-benzoxazepine-4(5H)-carboxylate (92.0 mg, 0.279 mmol), ethyl acetate (2 ml) and 4N hydrogen chloride-ethyl acetate solution (4 ml) was stirred at room temperature for 1 hr, and the solvent was evaporated under reduced pressure. The residue was recrystallized from a mixed solvent of methanol and ether to give the desired product (60.0 mg, 81.0%) as a solid. Reactants: C(C)OC(C(C)(C)OC1=CC(=CC=C1)N)=O (2-(3-Amino-phenoxy)-2-methyl-propionic acid ethyl ester), N1=CC=CC=C1 (pyridine), C(C)(=O)Cl (acetyl chloride). Run in C(Cl)Cl (DCM), C(Cl)Cl (DCM). Conditions: temperature 0 celsius, time 18 hour. Yields the product C(C)OC(C(C)(C)OC1=CC(=CC=C1)NC(C)=O)=O (2-(3-Acetylamino-phenoxy)-2-methyl-propionic acid ethyl ester). Isolated yield 99.7%. RXN SMILES: [CH2:1]([O:3][C:4](=[O:16])[C:5]([O:8][C:9]1[CH:14]=[CH:13][CH:12]=[C:11]([NH2:15])[CH:10]=1)([CH3:7])[CH3:6])[CH3:2].N1C=CC=CC=1.[C:23](Cl)(=[O:25])[CH3:24]>C(Cl)Cl>[CH2:1]([O:3][C:4](=[O:16])[C:5]([O:8][C:9]1[CH:14]=[CH:13][CH:12]=[C:11]([NH:15][C:23](=[O:25])[CH3:24])[CH:10]=1)([CH3:7])[CH3:6])[CH3:2]. Reported procedure: To a solution of 2-(3-Amino-phenoxy)-2-methyl-propionic acid ethyl ester (0.54 g, 2.42 mmol) in DCM (5 ml) at 0° C. was added pyridine (0.23 ml, 2.9 mmol). The reaction mixture was cooled to 0° C. and a solution of acetyl chloride (0.21 ml, 2.9 mmol) in DCM (4 ml) was added drop wise over 5 min. The reaction mixture was stirred at r.t. for 18 hrs, quenched with water (10 ml) and extracted in DCM (2×20 ml). The organic layer was dried over Na2SO4 and concentrated to afford the crude oil (0.64 g) ...